Dataset: the Open Reaction Database (ORD), a public repository of structured organic reaction records. Task: describe an organic reaction: reactants, conditions, products, and yield Starting materials: COCn1ccnc1C(O)(c1ccc(Cl)cc1)c1ccc(C(C)(C)C)cc1, CC(=O)O, CCOCC, CO, CCO, CC(C)O, Cl, O. The product is CC(C)(C)c1ccc(C(O)(c2ccc(Cl)cc2)c2ncc[nH]2)cc1. Reaction SMILES: [C:1]([CH3:2])([CH3:3])([CH3:4])[c:5]1[cH:6][cH:7][c:8]([C:11]([OH:12])([c:13]2[n:14]([CH2:18][O:19][CH3:20])[cH:15][cH:16][n:17]2)[c:21]2[cH:22][cH:23][c:24]([Cl:27])[cH:25][cH:26]2)[cH:9][cH:10]1.[CH3:28][C:29](=[O:30])[OH:31].[CH3:34][CH2:35][O:36][CH2:37][CH3:38].[CH3:43][OH:44].[CH3:45][CH2:46][OH:47].[CH:39]([OH:40])([CH3:41])[CH3:42].[ClH:32].[OH2:33]>>[C:1]([CH3:2])([CH3:3])([CH3:4])[c:5]1[cH:6][cH:7][c:8]([C:11]([OH:12])([c:13]2[n:14][cH:15][cH:16][nH:17]2)[c:21]2[cH:22][cH:23][c:24]([Cl:27])[cH:25][cH:26]2)[cH:9][cH:10]1.